This data is from the Open Reaction Database (ORD), a public repository of structured organic reaction records. The task is: describe an organic reaction: reactants, conditions, products, and yield The reactants are NC1=C(C(=O)N(CC)CC)C=C(C=C1)C=1C=NN(C1)CCCO (2-amino-N,N-diethyl-5-[1-(3-hydroxypropyl)-1H-pyrazol-4-yl]benzamide), NC1=CC=C(C(=C1C(=O)NC)F)Br (6-amino-3-bromo-2-fluoro-N-methylbenzamide), NC1=CC=C(C(=C1C(=O)NC)F)Br (6-amino-3-bromo-2-fluoro-N-methylbenzamide). Yields the product NC1=CC=C(C(=C1C(=O)NC)F)C=1C=NN(C1)CCCO (6-amino-2-fluoro-3-[1-(3-hydroxypropyl)-1H-pyrazol-4-yl]-N-methylbenzamide). Isolated yield 34.0%. RXN SMILES: [NH2:1][C:2]1[CH:14]=[CH:13][C:12]([C:15]2[CH:16]=[N:17][N:18]([CH2:20][CH2:21][CH2:22][OH:23])[CH:19]=2)=[CH:11][C:3]=1[C:4]([N:6](CC)[CH2:7]C)=[O:5].NC1C(C(NC)=O)=C([F:35])C(Br)=CC=1>>[NH2:1][C:2]1[C:3]([C:4]([NH:6][CH3:7])=[O:5])=[C:11]([F:35])[C:12]([C:15]2[CH:16]=[N:17][N:18]([CH2:20][CH2:21][CH2:22][OH:23])[CH:19]=2)=[CH:13][CH:14]=1. Reported procedure: Prepared analogously to Compound 3C replacing Compound 3D with 6-amino-3-bromo-2-fluoro-N-methylbenzamide (Compound 27D, 700 mg, 2.83 mmol) to afford 281 mg of the title compound (34%). 1H NMR (400 MHz, CD3OD) δ=7.88 (d, J=1.8 Hz, 1H), 7.76 (d, J=1.0 Hz, 1H), 7.38 (t, J=8.6 Hz, 1H), 6.59 (d, J=8.6 Hz, 1H), 4.26 (t, J=7.0 Hz, 2H), 3.54 (t, J=6.2 Hz, 2H), 2.92 (s, 3H), 1.98-2.13 (m, 2H). MS (ESI): m/z=293.87 [M+H]+. UPLC: tR=0.60 min (UPLC-SQD: analytical—2 min). Starting materials: OC1=CC=C(C(=O)OCC)C=C1 (ethyl p-hydroxybenzoate), C1C(CC)O1 (1,2-butylene oxide), aqueous solution, [OH-].[Na+] (sodium hydroxide). Product: C(C)OC(=O)C1=CC=C(OCC(CC)O)C=C1 (1-(p-ethoxycarbonylphenoxy)-butan-2-ol). Yield: 82.4%. As a reaction SMILES: [OH:1][C:2]1[CH:12]=[CH:11][C:5]([C:6]([O:8][CH2:9][CH3:10])=[O:7])=[CH:4][CH:3]=1.[CH2:13]1[O:17][CH:14]1[CH2:15][CH3:16].[OH-].[Na+]>>[CH2:9]([O:8][C:6]([C:5]1[CH:4]=[CH:3][C:2]([O:1][CH2:13][CH:14]([OH:17])[CH2:15][CH3:16])=[CH:12][CH:11]=1)=[O:7])[CH3:10] |f:2.3|. Reported procedure: In a closed vessel 16.7g of ethyl p-hydroxybenzoate, 7.2 g of 1,2-butylene oxide and 0.8 ml of a 50% aqueous solution of sodium hydroxide were heated at 150° C for 4 hours in the same manner as in Example 1. The reaction mixture obtained was treated in the same way as in Example 1 to afford 19.6g of 1-(p-ethoxycarbonylphenoxy)-butan-2-ol (compound No. 48) in an 82% yield, which had a melting point of 52° to 52.5° C when recrystallized from ethyl acetate and n-hexane. Reactants: C(C)(C)(C)C1=C(C=C(C=C1)C=C[C@H](CCCCC1CCCCC1)OCOC)[N+](=O)[O-] ((S)-2-t-butyl-5-(3-methoxymethyloxy-7-cyclohexyl-1-heptenyl)-1-nitrobenzene), [H][H] (hydrogen). Reagents/catalysts: [Pd] (palladium-on-charcoal). Run in C(C)O (ethanol). The product is C(C)(C)(C)C1=C(N)C=C(C=C1)CC[C@H](CCCCC1CCCCC1)OCOC ((S)-2-t-Butyl-5-(3-methoxymethyloxy-7-cyclohexylheptyl)aniline). Yield: 56.5%. RXN SMILES: [C:1]([C:5]1[CH:10]=[CH:9][C:8]([CH:11]=[CH:12][C@@H:13]([O:24][CH2:25][O:26][CH3:27])[CH2:14][CH2:15][CH2:16][CH2:17][CH:18]2[CH2:23][CH2:22][CH2:21][CH2:20][CH2:19]2)=[CH:7][C:6]=1[N+:28]([O-])=O)([CH3:4])([CH3:3])[CH3:2].[H][H]>C(O)C.[Pd]>[C:1]([C:5]1[CH:10]=[CH:9][C:8]([CH2:11][CH2:12][C@@H:13]([O:24][CH2:25][O:26][CH3:27])[CH2:14][CH2:15][CH2:16][CH2:17][CH:18]2[CH2:23][CH2:22][CH2:21][CH2:20][CH2:19]2)=[CH:7][C:6]=1[NH2:28])([CH3:4])([CH3:2])[CH3:3]. Reported procedure: A solution of 2.2 g (5.27 mmol) of (S)-2-t-butyl-5-(3-methoxymethyloxy-7-cyclohexyl-1-heptenyl)-1-nitrobenzene [prepared as described in step (iii) above] in 40 ml of ethanol was vigorously stirred in a stream of hydrogen for 6 hours in the presence of 1.5 g of 10% w/w palladium-on-charcoal. The catalyst was then filtered off and washed with ethanol. The filtrate and the washings were combined, and the solvent was removed by distillation under reduced pressure. The resulting residue was purified... The reactants are CC(/C(=C(/C(=O)[O-])\C)/C)P(=O)(O)O (trimethyl-4-phosphonocrotonate), C(C)(C)[N-]C(C)C.[Li+] (lithium diisopropylamide). Solvent: C1CCOC1 (THF), C1CCOC1 (THF). The product is C(C)(C)NC(C)C (diisopropylamine), C(CCC)[Li] (n-butyllithium). RXN SMILES: [CH3:1][CH:2](P(O)(O)=O)/[C:3](/[CH3:9])=C(\C)/C([O-])=O.[CH:14]([N-:17][CH:18]([CH3:20])[CH3:19])([CH3:16])[CH3:15].[Li+:21]>C1COCC1>[CH:14]([NH:17][CH:18]([CH3:20])[CH3:19])([CH3:16])[CH3:15].[CH2:1]([Li:21])[CH2:2][CH2:3][CH3:9] |f:1.2|. Procedure: Alternatively, the solution of trimethyl-4-phosphonocrotonate in THF is deprotonated at -78° C. with a solution of lithium diisopropylamide (LDA), obtained from diisopropylamine and n-butyllithium, in THF, and the obtained anion reacted at -78° C. with a solution of an aldehyde IX in THF. The reactants are CCOC(=O)c1ccc(Br)c(CNCc2ccccc2)c1, CCN(C(C)C)C(C)C, O=C(Cl)C1CC1, ClCCl. The product is CCOC(=O)c1ccc(Br)c(CN(Cc2ccccc2)C(=O)C2CC2)c1. RXN SMILES: [CH2:1]([CH3:2])[O:3][C:4]([c:5]1[cH:6][c:7]([CH2:12][NH:13][CH2:14][c:15]2[cH:16][cH:17][cH:18][cH:19][cH:20]2)[c:8]([Br:11])[cH:9][cH:10]1)=[O:21].[CH:22]([N:23]([CH:24]([CH3:25])[CH3:26])[CH2:27][CH3:28])([CH3:29])[CH3:30].[CH:31]1([C:34](=[O:35])[Cl:36])[CH2:32][CH2:33]1.[Cl:37][CH2:38][Cl:39]>>[CH2:1]([CH3:2])[O:3][C:4]([c:5]1[cH:6][c:7]([CH2:12][N:13]([CH2:14][c:15]2[cH:16][cH:17][cH:18][cH:19][cH:20]2)[C:34]([CH:31]2[CH2:32][CH2:33]2)=[O:35])[c:8]([Br:11])[cH:9][cH:10]1)=[O:21]. Reactants: CCOC(=O)c1csc(N(C(=O)c2ccc(Cl)cc2Cl)c2ccc(OC)c(OC)c2)n1, CC(=O)O, Cl, C1COCCO1. The product is COc1ccc(N(C(=O)c2ccc(Cl)cc2Cl)c2nc(C(=O)O)cs2)cc1OC. As a reaction SMILES: [CH2:1]([CH3:2])[O:3][C:4](=[O:5])[c:6]1[n:7][c:8]([N:11]([c:12]2[cH:13][c:14]([O:20][CH3:21])[c:15]([O:18][CH3:19])[cH:16][cH:17]2)[C:22]([c:23]2[c:24]([Cl:30])[cH:25][c:26]([Cl:29])[cH:27][cH:28]2)=[O:31])[s:9][cH:10]1.[CH3:32][C:33](=[O:34])[OH:35].[ClH:36].[O:37]1[CH2:38][CH2:39][O:40][CH2:41][CH2:42]1>>[O:3]=[C:4]([OH:5])[c:6]1[n:7][c:8]([N:11]([c:12]2[cH:13][c:14]([O:20][CH3:21])[c:15]([O:18][CH3:19])[cH:16][cH:17]2)[C:22]([c:23]2[c:24]([Cl:30])[cH:25][c:26]([Cl:29])[cH:27][cH:28]2)=[O:31])[s:9][cH:10]1. The reactants are C1CCC(CC1)N=C=NC2CCCCC2 (DCC), N([C@@H](CC(C)C)C(=O)O)C(=O)OC(C)(C)C (Boc-Leu-OH), NCC(=O)OCC1=CC=CC=C1.Cl (Gly-OBzl.HCl), CN1CCOCC1 (N-methylmorpholine). Run in ClCCl (dichloromethane), ClCCl (dichloromethane). Conditions: temperature 4 celsius, time 1 day. Product: N([C@@H](CC(C)C)C(=O)NCC(=O)OCC1=CC=CC=C1)C(=O)OC(C)(C)C (Boc-Leu-Gly-OBzl). As a reaction SMILES: [NH:1]([C:10]([O:12][C:13]([CH3:16])([CH3:15])[CH3:14])=[O:11])[C@H:2]([C:7]([OH:9])=O)[CH2:3][CH:4]([CH3:6])[CH3:5].[NH2:17][CH2:18][C:19]([O:21][CH2:22][C:23]1[CH:28]=[CH:27][CH:26]=[CH:25][CH:24]=1)=[O:20].Cl.CN1CCOCC1.C1CCC(N=C=NC2CCCCC2)CC1>ClCCl>[NH:1]([C:10]([O:12][C:13]([CH3:16])([CH3:15])[CH3:14])=[O:11])[C@H:2]([C:7]([NH:17][CH2:18][C:19]([O:21][CH2:22][C:23]1[CH:28]=[CH:27][CH:26]=[CH:25][CH:24]=1)=[O:20])=[O:9])[CH2:3][CH:4]([CH3:5])[CH3:6] |f:1.2|. Procedure: 102.2 g (442 mmoles) Boc-Leu-OH, 98.1 g (485 mmoles) Gly-OBzl.HCl and 55.9 g (478 mmoles HONSu were dissolved in 760 ml dichloromethane added 54 ml N-methylmorpholine. Cooling to 4° C. and addition of a cold solution (4° C.) of 100.1 g (485 mmoles) DCC in 190 ml dichloromethane. The stirring was kept for one day at 4° C. Reactants: C=CCC1(S(=O)(=O)Cl)CC1, CN(C)c1ccncc1, O=c1[nH]c2c3ocnc3c(F)c(F)c2n1-c1ccc(I)cc1F. Product: C=CCC1(S(=O)(=O)n2c(=O)n(-c3ccc(I)cc3F)c3c(F)c(F)c4ncoc4c32)CC1. As a reaction SMILES: [CH2:24]([CH:25]=[CH2:26])[C:27]1([S:30](=[O:31])(=[O:32])[Cl:33])[CH2:28][CH2:29]1.[CH3:34][N:35]([c:36]1[cH:37][cH:38][n:39][cH:40][cH:41]1)[CH3:42].[F:1][c:2]1[c:3]([F:23])[c:4]2[c:5]([c:6]3[c:7]1[n:8][cH:9][o:10]3)[nH:11][c:12](=[O:22])[n:13]2-[c:14]1[c:15]([F:21])[cH:16][c:17]([I:20])[cH:18][cH:19]1>>[F:1][c:2]1[c:3]([F:23])[c:4]2[c:5]([c:6]3[c:7]1[n:8][cH:9][o:10]3)[n:11]([S:30]([C:27]1([CH2:24][CH:25]=[CH2:26])[CH2:28][CH2:29]1)(=[O:31])=[O:32])[c:12](=[O:22])[n:13]2-[c:14]1[c:15]([F:21])[cH:16][c:17]([I:20])[cH:18][cH:19]1. Reactants: C(O)([O-])=O.[Na+] (sodium hydrogen carbonate), SC(CC(=O)O)C (3-mercaptobutanoic acid), O.C1(=CC=C(C=C1)S(=O)(=O)O)C (p-toluenesulfonic acid monohydrate), OCC(CO)(CO)CO (pentaerythritol), SC(CC(=O)O)C (3-mercaptobutanoic acid), O.C1(=CC=C(C=C1)S(=O)(=O)O)C (p-toluenesulfonic acid monohydrate). Solvent: C1(=CC=CC=C1)C (toluene). Reaction conditions: temperature 130 celsius, time 4 hour. Yields the product SC(CC(=O)OCC(COC(CC(C)S)=O)(COC(CC(C)S)=O)CO)C (pentaerythritol tris(3-mercaptobutyrate)). Isolated yield 47.0%. RXN SMILES: [OH:1][CH2:2][C:3]([CH2:8][OH:9])([CH2:6][OH:7])[CH2:4][OH:5].[SH:10][CH:11]([CH3:16])[CH2:12][C:13]([OH:15])=O.[OH2:17].C1(C)[CH:23]=[CH:22][C:21]([S:24](O)(=O)=O)=[CH:20]C=1.[C:29](=[O:32])([O-])O.[Na+]>C1(C)C=CC=CC=1>[SH:24][CH:21]([CH3:20])[CH2:22][C:23]([O:1][CH2:2][C:3]([CH2:8][OH:9])([CH2:6][O:7][C:29](=[O:32])[CH2:12][CH:11]([SH:10])[CH3:16])[CH2:4][O:5][C:13](=[O:15])[CH2:12][CH:11]([SH:10])[CH3:16])=[O:17] |f:2.3,4.5|. Reported procedure: A 200 ml three-necked flask was charged with 15.0 g (110.2 mmol) of pentaerythritol (manufactured by TOKYO CHEMICAL INDUSTRY CO., LTD.), 26.5 g (220.3 mmol) of 3-mercaptobutanoic acid (manufactured by YODO KAGAKU CO., LTD.), 1.8 g (9.3 mmol) of p-toluenesulfonic acid monohydrate (manufactured by JUNSEI CHEMICAL CO., LTD.) and 35 g of toluene (manufactured by JUNSEI CHEMICAL CO., LTD.). A Dean-Stark apparatus and a condenser tube were attached. The materials were heated in an oil bath at 130° C. ... Starting materials: OC(C)(C)C1=CC=C(C=C1)C(C)(C)O (1,4-bis(2-hydroxy-2-propyl)benzene), S(O)(O)(=O)=O (sulfuric acid), C(C)(C)(CC)OO (t-amyl hydroperoxide). Solvent: O (water). Yields the product C(C)(C)(CC)OOC(C)(C)C1=CC(=CC=C1)C(C)(C)OOC(C)(C)CC (1,3-Bis(2-t-amylperoxy-2-propyl)benzene). As a reaction SMILES: [C:1]([O:6][OH:7])([CH2:4][CH3:5])([CH3:3])[CH3:2].OC([C:12]1[CH:17]=[CH:16][C:15]([C:18]([OH:21])([CH3:20])[CH3:19])=[CH:14][CH:13]=1)(C)C.S(=O)(=O)(O)O>O>[C:1]([O:6][O:7][C:12]([C:13]1[CH:12]=[CH:17][CH:16]=[C:15]([C:18]([O:21][O:21][C:18]([CH2:15][CH3:14])([CH3:20])[CH3:19])([CH3:19])[CH3:20])[CH:14]=1)([CH3:17])[CH3:13])([CH2:4][CH3:5])([CH3:3])[CH3:2]. Procedure: 1,4-Bis(2-t-amylperoxy-2-propyl)benzene (para III) was prepared by reacting 28.1 grams (0.231 mole) of aqueous 85.7% t-amyl hydroperoxide diluted with 3.2 grams of water with 20.4 grams (0.105 mole) of 1,4-bis(2-hydroxy-2-propyl)benzene in the presence of 44.1 grams (0.316 mole) of 70% sulfuric acid according to the procedure of Example VII. The stripped product was a yellow liquid which remained liquid at 15° C. The product weighed 32.0 grams.